Dataset: the Open Reaction Database (ORD), a public repository of structured organic reaction records. Task: describe an organic reaction: reactants, conditions, products, and yield Starting materials: C[O-], CO, Nc1nc(Cl)cc(Cl)n1, [Na+]. Product: COc1cc(Cl)nc(N)n1. Reaction SMILES: [CH3:10][O-:11].[CH3:13][OH:14].[Cl:1][c:2]1[n:3][c:4]([NH2:9])[n:5][c:6]([Cl:8])[cH:7]1.[Na+:12]>>[Cl:1][c:2]1[n:3][c:4]([NH2:9])[n:5][c:6]([O:11][CH3:10])[cH:7]1. Reactants: NC=1C=C2C=CC=NC2=CC1 (6-aminoquinoline), C1=CC=C(C=C1)C2=CC=C(C=C2)N=C=O (4-biphenyl isocyanate). Yields the product C1(=CC=C(C=C1)NC(=O)NC=1C=C2C=CC=NC2=CC1)C1=CC=CC=C1 (N-(1,1′-biphenyl-4-yl)-N′-[quinolin-6-yl]urea). RXN SMILES: [NH2:1][C:2]1[CH:3]=[C:4]2[C:9](=[CH:10][CH:11]=1)[N:8]=[CH:7][CH:6]=[CH:5]2.[CH:12]1[CH:17]=[CH:16][C:15]([C:18]2[CH:23]=[CH:22][C:21]([N:24]=[C:25]=[O:26])=[CH:20][CH:19]=2)=[CH:14][CH:13]=1>>[C:18]1([C:15]2[CH:14]=[CH:13][CH:12]=[CH:17][CH:16]=2)[CH:19]=[CH:20][C:21]([NH:24][C:25]([NH:1][C:2]2[CH:3]=[C:4]3[C:9](=[CH:10][CH:11]=2)[N:8]=[CH:7][CH:6]=[CH:5]3)=[O:26])=[CH:22][CH:23]=1. Procedure: Prepared from 6-aminoquinoline and 4-biphenyl isocyanate. m/z (ES+) 340 (M+H)+. Reactants: O[C@@H]1C[C@H]2[C@H](N([C@@H]1C2)C(=O)OC(C)(C)C)C(=O)OC (2-tert-butyl 3-methyl (1R,3S,4S,6R)-6-hydroxy-2-azabicyclo[2.2.1]heptane-2,3-dicarboxylate), C[O-].[Na+] (sodiummethoxide), [Cl-].[NH4+] (ammonium chloride). The solvent is CO (methanol). The product is O[C@@H]1C[C@H]2[C@@H](N([C@@H]1C2)C(=O)OC(C)(C)C)C(=O)OC (2-tert-Butyl 3-methyl (1R,3R,4S,6R)-6-hydroxy-2-azabicyclo[2.2.1]heptane-2,3-dicarboxylate). Yield: 35.9%. Reaction SMILES: [OH:1][C@H:2]1[C@H:7]2[CH2:8][C@H:4]([C@@H:5]([C:16]([O:18][CH3:19])=[O:17])[N:6]2[C:9]([O:11][C:12]([CH3:15])([CH3:14])[CH3:13])=[O:10])[CH2:3]1.C[O-].[Na+].[Cl-].[NH4+]>CO>[OH:1][C@H:2]1[C@H:7]2[CH2:8][C@H:4]([C@H:5]([C:16]([O:18][CH3:19])=[O:17])[N:6]2[C:9]([O:11][C:12]([CH3:13])([CH3:14])[CH3:15])=[O:10])[CH2:3]1 |f:1.2,3.4|. Procedure details: To 2-tert-butyl 3-methyl (1R,3S,4S,6R)-6-hydroxy-2-azabicyclo[2.2.1]heptane-2,3-dicarboxylate (3.04 g), was added 1N sodiummethoxide solution in methanol (34 mL). The mixture was stirred at reflux for 4 hrs. To the resulting mixture was added ammonium chloride solution and evaporated in vacuo. Water was added to the residue, and the mixture was extracted with ethyl acetate. The combined organic phase was washed with brine, dried over sodium sulfate, and evaporated in vacuo. The residue was recry... The reactants are [Mg] (magnesium), ClCC(C(C)=O)=CCCC (3-chloromethylheptenone), C(CBr)Br (ethylene dibromide), C(\C=C(/C)\CCC=C(C)C)Cl (geranyl chloride). The reagents and catalysts are [Cl-].[Zn+2].[Cl-] (zinc chloride), [Cu]I (CuI). Solvent: O1CCCC1 (tetrahydrofuran), O1CCCC1 (tetrahydrofuran). The product is C(C=C(C)CCC=C(C)CCC=C(C)C)CC(C)=O (farnesylacetone). Yield: 78.2%. As a reaction SMILES: [Mg].[CH2:2](Br)CBr.[CH2:6](Cl)/[CH:7]=[C:8](/[CH2:10][CH2:11][CH:12]=[C:13]([CH3:15])[CH3:14])\[CH3:9].ClC[C:19](=[CH:23][CH2:24][CH2:25][CH3:26])[C:20](=[O:22])[CH3:21]>[Cl-].[Zn+2].[Cl-].[Cu]I.O1CCCC1>[CH2:23]([CH2:19][C:20](=[O:22])[CH3:21])[CH:24]=[C:25]([CH2:26][CH2:6][CH:7]=[C:8]([CH2:10][CH2:11][CH:12]=[C:13]([CH3:15])[CH3:14])[CH3:9])[CH3:2] |f:4.5.6|. Reported procedure: The same procedure as that described in Example 25 was repeated except that 0.73 g of metallic magnesium, 80 ml of tetrahydrofuran, three droplets of ethylene dibromide, 7.4 g (0.03 mol) of geranyl chloride having a purity of 70%, 4.1 g (0.03 mol) of anhydrous zinc chloride, 0.2 g of CuI, 3 g (0.02 mol) of 3-chloromethylheptenone and 30 ml of tetrahydrofuran were used. Thus, 4.1 g of the objective compound was obtained as a colorless liquid (yield: 78.2%, purity: 98.8%). Reactants: CCCCCC (hexane), O[C@@]1(C2=CC=CC=C2C=2C(=CC(=CC12)OCCC(C)(C)O)C=1C=NN(C1)C(C(=O)N)(C)C)C(F)(F)F (2-{4-[(9R)-9-Hydroxy-2-(3-hydroxy-3-methylbutyloxy)-9-(trifluoromethyl)-9H-fluoren-4-yl]-1H-pyrazol-1-yl}-2-methylpropanamide), O[C@@]1(C2=CC=CC=C2C=2C(=CC(=CC12)OCCC(C)(C)O)C=1C=NN(C1)C(C(=O)N)(C)C)C(F)(F)F (2-{4-[(9R)-9-Hydroxy-2-(3-hydroxy-3-methylbutyloxy)-9-(trifluoromethyl)-9H-fluoren-4-yl]-1H-pyrazol-1-yl}-2-methylpropanamide), CCCCCC (hexane), O (water). Solvent: C(C)(=O)OCC (ethyl acetate), C(C)(=O)OCC (ethyl acetate). Reaction conditions: temperature 50 celsius, time 8 hour. Yields the product O.O[C@@]1(C2=CC=CC=C2C=2C(=CC(=CC12)OCCC(C)(C)O)C=1C=NN(C1)C(C(=O)N)(C)C)C(F)(F)F (2-{4-[(9R)-9-Hydroxy-2-(3-hydroxy-3-methylbutyloxy)-9-(trifluoromethyl)-9H-fluoren-4-yl]-1H-pyrazol-1-yl}-2-methylpropanamide monohydrate). Yield: 168.0%. As a reaction SMILES: [OH:1][C@@:2]1([C:33]([F:36])([F:35])[F:34])[C:14]2[CH:13]=[C:12]([O:15][CH2:16][CH2:17][C:18]([OH:21])([CH3:20])[CH3:19])[CH:11]=[C:10]([C:22]3[CH:23]=[N:24][N:25]([C:27]([CH3:32])([CH3:31])[C:28]([NH2:30])=[O:29])[CH:26]=3)[C:9]=2[C:8]2[C:3]1=[CH:4][CH:5]=[CH:6][CH:7]=2.O.CCCCCC>C(OCC)(=O)C>[OH2:1].[OH:1][C@@:2]1([C:33]([F:35])([F:36])[F:34])[C:14]2[CH:13]=[C:12]([O:15][CH2:16][CH2:17][C:18]([OH:21])([CH3:19])[CH3:20])[CH:11]=[C:10]([C:22]3[CH:23]=[N:24][N:25]([C:27]([CH3:31])([CH3:32])[C:28]([NH2:30])=[O:29])[CH:26]=3)[C:9]=2[C:8]2[C:3]1=[CH:4][CH:5]=[CH:6][CH:7]=2 |f:4.5|. Procedure details: 2-{4-[(9R)-9-Hydroxy-2-(3-hydroxy-3-methylbutyloxy)-9-(trifluoromethyl)-9H-fluoren-4-yl]-1H-pyrazol-1-yl}-2-methylpropanamide (compound (2)) (60.0 g) obtained in the previous step was dissolved in ethyl acetate (109 ml), water (2 ml) was added, and the mixture was heated to 50° C. To this mixture were successively added dropwise hexane (226 ml), and a mixed solvent of hexane and ethyl acetate (hexane:ethyl acetate 2:1, 150 ml), and the mixture was allowed to cool to room temperature and stirred ...